Task: describe an organic reaction: reactants, conditions, products, and yield. Dataset: the Open Reaction Database (ORD), a public repository of structured organic reaction records Reactants: Cc1ccc(F)c(OCCC(=O)O)c1, O. The product is Cc1ccc(F)c2c1C(=O)CCO2. RXN SMILES: [F:1][c:2]1[c:3]([O:4][CH2:5][CH2:6][C:7](=[O:8])[OH:9])[cH:10][c:11]([CH3:14])[cH:12][cH:13]1.[OH2:15]>>[F:1][c:2]1[c:3]2[c:10]([c:11]([CH3:14])[cH:12][cH:13]1)[C:7](=[O:9])[CH2:6][CH2:5][O:4]2. The reactants are COC=1C=C(C(=O)N2CC(CC2)(C2=CC=CC=C2)CCN2CCN(CCC2)C2=NC3=C(N2)C=CC=C3)C=C(C1OC)OC (1-(3,4,5-trimethoxybenzoyl)-3-(2-(4-(1H-benzimidazol-2-yl)[1,4]diazepan-1-yl)ethyl)-3-phenylpyrrolidine), BrCC(CC)=O (1-bromo-butan-2-one). Yields the product COC=1C=C(C(=O)N2CC(CC2)(C2=CC=CC=C2)CCN2CCN(CCC2)C2=NC3=C(N2CC(CC)=O)C=CC=C3)C=C(C1OC)OC (1-(3,4,5-Trimethoxybenzoyl)-3-(2-(4-(1-(2-oxobutyl)-1H-benzimidazol-2-yl)[1,4]diazepan-1-yl)ethyl)-3-phenylpyrrolidine). Reaction SMILES: [CH3:1][O:2][C:3]1[CH:4]=[C:5]([CH:37]=[C:38]([O:42][CH3:43])[C:39]=1[O:40][CH3:41])[C:6]([N:8]1[CH2:12][CH2:11][C:10]([CH2:19][CH2:20][N:21]2[CH2:27][CH2:26][CH2:25][N:24]([C:28]3[NH:32][C:31]4[CH:33]=[CH:34][CH:35]=[CH:36][C:30]=4[N:29]=3)[CH2:23][CH2:22]2)([C:13]2[CH:18]=[CH:17][CH:16]=[CH:15][CH:14]=2)[CH2:9]1)=[O:7].Br[CH2:45][C:46](=[O:49])[CH2:47][CH3:48]>>[CH3:43][O:42][C:38]1[CH:37]=[C:5]([CH:4]=[C:3]([O:2][CH3:1])[C:39]=1[O:40][CH3:41])[C:6]([N:8]1[CH2:12][CH2:11][C:10]([CH2:19][CH2:20][N:21]2[CH2:27][CH2:26][CH2:25][N:24]([C:28]3[N:29]([CH2:45][C:46](=[O:49])[CH2:47][CH3:48])[C:30]4[CH:36]=[CH:35][CH:34]=[CH:33][C:31]=4[N:32]=3)[CH2:23][CH2:22]2)([C:13]2[CH:14]=[CH:15][CH:16]=[CH:17][CH:18]=2)[CH2:9]1)=[O:7]. Procedure: Prepare by the method of Example 35.1 using 1-(3,4,5-trimethoxybenzoyl)-3-(2-(4-(1H-benzimidazol-2-yl)[1,4]diazepan-1-yl)ethyl)-3-phenylpyrrolidine (prepared from (−)-3-phenyl-3-(2-hydroxyethyl)pyrrolidine(R,R)-di-p-anisoyltartaric acid salt) and 1-bromo-butan-2-one to give the title compound. Starting materials: N1(CCCC1)C(/C=C/C1=CC=CC(=N1)/C=C/C(=O)O)C1=CC=C(C=C1)C ((E)-3-(6-[3-pyrrolidin-1-yl-{4-tolyl}-prop-1E-enyl]-pyridin-2-yl)-acrylic acid), C(O)([O-])=O.[Na+] (sodium hydrogen carbonate). The solvent is CO (methanol). Conditions: time 6 day. Product: COC(\C=C\C1=NC(=CC=C1)\C=C\C(N1CCCC1)C1=CC=C(C=C1)C)=O (methyl-(E)-3-(6-[3-pyrrolidin-1-yl-{4-tolyl}-prop-1E-enyl]-pyridin-2-yl)-acrylate). The yield is 93.0%. As a reaction SMILES: [N:1]1([CH:6]([C:20]2[CH:25]=[CH:24][C:23]([CH3:26])=[CH:22][CH:21]=2)/[CH:7]=[CH:8]/[C:9]2[N:14]=[C:13](/[CH:15]=[CH:16]/[C:17]([OH:19])=[O:18])[CH:12]=[CH:11][CH:10]=2)[CH2:5][CH2:4][CH2:3][CH2:2]1.[C:27](=O)([O-])O.[Na+]>CO>[CH3:27][O:18][C:17](=[O:19])/[CH:16]=[CH:15]/[C:13]1[CH:12]=[CH:11][CH:10]=[C:9](/[CH:8]=[CH:7]/[CH:6]([C:20]2[CH:21]=[CH:22][C:23]([CH3:26])=[CH:24][CH:25]=2)[N:1]2[CH2:2][CH2:3][CH2:4][CH2:5]2)[N:14]=1 |f:1.2|. Reported procedure: A solution of (E)-3-(6-[3-pyrrolidin-1-yl-{4-tolyl}-prop-1E-enyl]-pyridin-2-yl)-acrylic acid (2.04 g, 5.9 mmol) in methanol (50 ml) was treated with concentrated HCI (10 ml) and stirred at room temperature for 6 days. The reaction was neutralised with a saturated solution of sodium hydrogen carbonate and solvent removed under reduced pressure. DCM was added to the residue and inorganic solids removed by filtration. Concentration of the filtrate under reduced pressure yielded methyl-(E)-3-(6-[3-p... Yields the product COc1cc(N2CCOCC2)ccc1Nc1cc(Nc2ccccn2)c(C(F)(F)F)cn1. RXN SMILES: [C:34](=[O:35])([O-:36])[O-:37].[CH3:19][O:20][c:21]1[c:22]([NH2:23])[cH:24][cH:25][c:26]([N:28]2[CH2:29][CH2:30][O:31][CH2:32][CH2:33]2)[cH:27]1.[Cl:1][c:2]1[n:3][cH:4][c:5]([C:15]([F:16])([F:17])[F:18])[c:6]([NH:8][c:9]2[n:10][cH:11][cH:12][cH:13][cH:14]2)[cH:7]1.[Cs+:38].[Cs+:39].[O:40]1[CH2:41][CH2:42][O:43][CH2:44][CH2:45]1.[O:48]=[C:49]([CH:50]=[CH:51][c:52]1[cH:53][cH:54][cH:55][cH:56][cH:57]1)[CH:58]=[CH:59][c:60]1[cH:61][cH:62][cH:63][cH:64][cH:65]1.[O:66]=[C:67]([CH:68]=[CH:69][c:70]1[cH:71][cH:72][cH:73][cH:74][cH:75]1)[CH:76]=[CH:77][c:78]1[cH:79][cH:80][cH:81][cH:82][cH:83]1.[O:84]=[C:85]([CH:86]=[CH:87][c:88]1[cH:89][cH:90][cH:91][cH:92][cH:93]1)[CH:94]=[CH:95][c:96]1[cH:97][cH:98][cH:99][cH:100][cH:101]1.[Pd:46].[Pd:47]>>[c:2]1([NH:23][c:22]2[c:21]([O:20][CH3:19])[cH:27][c:26]([N:28]3[CH2:29][CH2:30][O:31][CH2:32][CH2:33]3)[cH:25][cH:24]2)[n:3][cH:4][c:5]([C:15]([F:16])([F:17])[F:18])[c:6]([NH:8][c:9]2[n:10][cH:11][cH:12][cH:13][cH:14]2)[cH:7]1. Reactants: O=C([O-])[O-], COc1cc(N2CCOCC2)ccc1N, FC(F)(F)c1cnc(Cl)cc1Nc1ccccn1, [Cs+], [Cs+], C1COCCO1, O=C(C=Cc1ccccc1)C=Cc1ccccc1, O=C(C=Cc1ccccc1)C=Cc1ccccc1, O=C(C=Cc1ccccc1)C=Cc1ccccc1, [Pd], [Pd]. Starting materials: ClC1=C(C=C(C=C1)[N+](=O)[O-])C=1NC(=CN1)C1=CC=CC=C1 (2-(2-chloro-5-nitro-phenyl)-5-phenyl-1H-imidazole), O.O.[Sn](Cl)Cl (tin (II) chloride dihydrate), C(C)(=O)OCC (ethyl acetate), [OH-].[Na+] (NaOH). Solvent: CCO (EtOH). Reaction conditions: time 10 minute. The product is ClC1=C(C=C(C=C1)N)C=1NC(=CN1)C1=CC=CC=C1 (4-chloro-3-(5-phenyl-1H-imidazol-2-yl)-phenylamine). RXN SMILES: [Cl:1][C:2]1[CH:7]=[CH:6][C:5]([N+:8]([O-])=O)=[CH:4][C:3]=1[C:11]1[NH:12][C:13]([C:16]2[CH:21]=[CH:20][CH:19]=[CH:18][CH:17]=2)=[CH:14][N:15]=1.O.O.[Sn](Cl)Cl.C(OCC)(=O)C.[OH-].[Na+]>CCO>[Cl:1][C:2]1[CH:7]=[CH:6][C:5]([NH2:8])=[CH:4][C:3]=1[C:11]1[NH:12][C:13]([C:16]2[CH:21]=[CH:20][CH:19]=[CH:18][CH:17]=2)=[CH:14][N:15]=1 |f:1.2.3,5.6|. Procedure: A mixture of 2-(2-chloro-5-nitro-phenyl)-5-phenyl-1H-imidazole (430 mg, 1.43 mmol) and tin (II) chloride dihydrate (1.15 g, 5.02 mmol) in EtOH (15 ml) is heated at reflux for 3 hours. The mixture is cooled down to room temperature and the solvent is removed in vacuo. The residue obtained is treated with ethyl acetate (80 ml) and 1N NaOH solution is added until the pH is raised to around 12. The suspension is kept stirring for 10 minutes and then filtered through Celite cake. The solution obtaine...